Dataset: the Open Reaction Database (ORD), a public repository of structured organic reaction records. Task: describe an organic reaction: reactants, conditions, products, and yield Starting materials: C(C)N(CCNC(=O)C1=C(C=CC=C1)S(=O)(=O)NC1=C(C2=CC=CC=C2C=C1)C(=O)OC)CC (methyl 2-({[2-({[2-(diethylamino)ethyl]amino}carbonyl)phenyl]sulfonyl}amino)-1-naphthoate), O (water), Cl (HCl), O.[OH-].[Li+] (lithium hydroxide monohydrate). Solvent: O1CCOCC1 (dioxane). Run at temperature 60 celsius, time 8 hour. Product: C(C)N(CCNC(=O)C1=C(C=CC=C1)S(=O)(=O)NC1=C(C2=CC=CC=C2C=C1)C(=O)O)CC (2-({[2-({[2-(diethylamino)ethyl]amino}carbonyl)phenyl]sulfonyl}amino)-1-naphthoic acid). Reaction SMILES: [CH2:1]([N:3]([CH2:33][CH3:34])[CH2:4][CH2:5][NH:6][C:7]([C:9]1[CH:14]=[CH:13][CH:12]=[CH:11][C:10]=1[S:15]([NH:18][C:19]1[CH:28]=[CH:27][C:26]2[C:21](=[CH:22][CH:23]=[CH:24][CH:25]=2)[C:20]=1[C:29]([O:31]C)=[O:30])(=[O:17])=[O:16])=[O:8])[CH3:2].O.O.[OH-].[Li+].Cl>O1CCOCC1>[CH2:33]([N:3]([CH2:1][CH3:2])[CH2:4][CH2:5][NH:6][C:7]([C:9]1[CH:14]=[CH:13][CH:12]=[CH:11][C:10]=1[S:15]([NH:18][C:19]1[CH:28]=[CH:27][C:26]2[C:21](=[CH:22][CH:23]=[CH:24][CH:25]=2)[C:20]=1[C:29]([OH:31])=[O:30])(=[O:17])=[O:16])=[O:8])[CH3:34] |f:2.3.4|. Reported procedure: A solution of Example 299A (244 mg, 0.505 mmol) in dioxane (8 mL) and distilled water (4 mL) was treated with lithium hydroxide monohydrate (212 mg, 5.05 mmol), stirred at 60° C. overnight, cooled to room temperature, treated with 1N HCl, and extracted with ethyl acetate two times. The combined organic fractions were washed with brine, dried (MgSO4), filtered, and concentrated. The resulting residue was purified by preparative HPLC to provide the desired product. MS (ESI(+)) m/e 470 (M+H)+; (ESI...